Dataset: the Open Reaction Database (ORD), a public repository of structured organic reaction records. Task: describe an organic reaction: reactants, conditions, products, and yield The reactants are C(CCC)P(CCCC)CCCC (tributylphosphine), OC1=CC=C(CC2C(N(C(S2)=O)C(C2=CC=CC=C2)(C2=CC=CC=C2)C2=CC=CC=C2)=O)C=C1 (5-(4-hydroxybenzyl)-3-triphenylmethylthiazolidine-2,4-dione), ClC=1C=C(OC[C@H]2CN(C(O2)=O)[C@@H](CO)C)C=CC1 (2(R)-[5(R)-(3-chlorophenoxymethyl)-2-oxooxazolidin-3-yl]propanol), N(=NC(=O)N1CCCCC1)C(=O)N1CCCCC1 (azodicarbonyldipiperidine). Solvent: C1=CC=CC=C1 (benzene). The product is ClC=1C=C(OC[C@H]2CN(C(O2)=O)[C@@H](COC2=CC=C(CC3C(N(C(S3)=O)C(C3=CC=CC=C3)(C3=CC=CC=C3)C3=CC=CC=C3)=O)C=C2)C)C=CC1 (5-[4-{2(R)-[5(R)-(3-Chlorophenoxymethyl)-2-oxooxazolidin-3-yl]propoxy}benzyl]-3-triphenylmethylthiazolidine-2,4-dione). Yield: 34.1%. Reaction SMILES: C(P(CCCC)CCCC)CCC.[Cl:14][C:15]1[CH:16]=[C:17]([CH:30]=[CH:31][CH:32]=1)[O:18][CH2:19][C@@H:20]1[O:24][C:23](=[O:25])[N:22]([C@H:26]([CH3:29])[CH2:27][OH:28])[CH2:21]1.N(C(N1CCCCC1)=O)=NC(N1CCCCC1)=O.O[C:52]1[CH:84]=[CH:83][C:55]([CH2:56][CH:57]2[S:61][C:60](=[O:62])[N:59]([C:63]([C:76]3[CH:81]=[CH:80][CH:79]=[CH:78][CH:77]=3)([C:70]3[CH:75]=[CH:74][CH:73]=[CH:72][CH:71]=3)[C:64]3[CH:69]=[CH:68][CH:67]=[CH:66][CH:65]=3)[C:58]2=[O:82])=[CH:54][CH:53]=1>C1C=CC=CC=1>[Cl:14][C:15]1[CH:16]=[C:17]([CH:30]=[CH:31][CH:32]=1)[O:18][CH2:19][C@@H:20]1[O:24][C:23](=[O:25])[N:22]([C@H:26]([CH3:29])[CH2:27][O:28][C:52]2[CH:84]=[CH:83][C:55]([CH2:56][CH:57]3[S:61][C:60](=[O:62])[N:59]([C:63]([C:76]4[CH:81]=[CH:80][CH:79]=[CH:78][CH:77]=4)([C:70]4[CH:71]=[CH:72][CH:73]=[CH:74][CH:75]=4)[C:64]4[CH:69]=[CH:68][CH:67]=[CH:66][CH:65]=4)[C:58]3=[O:82])=[CH:54][CH:53]=2)[CH2:21]1. Reported procedure: A procedure similar to that described in Preparation 6 was repeated, except that 526 mg of tributylphosphine, 25 ml of anhydrous benzene, 900 mg of 2(R)-[5(R)-(3-chlorophenoxymethyl)-2-oxooxazolidin-3-yl]propanol (prepared as described in Preparation 44), 656 mg of azodicarbonyldipiperidine and 1.21 g of 5-(4-hydroxybenzyl)-3-triphenylmethylthiazolidine-2,4-dione were used, to give 0.65 g of the title compound, melting at 74° C. to 81° C. and having [α]D =-29.0° (methanol, c=1.000). Reactants: O=[N+]([O-])c1ccc(OCCO)c(Br)c1, CCN(CC)S(F)(F)F. Yields the product O=[N+]([O-])c1ccc(OCCF)c(Br)c1. As a reaction SMILES: [Br:1][c:2]1[cH:3][c:4]([N+:12](=[O:13])[O-:14])[cH:5][cH:6][c:7]1[O:8][CH2:9][CH2:10][OH:11].[CH2:15]([N:16]([S:17]([F:18])([F:19])[F:21])[CH2:20][CH3:22])[CH3:23]>>[Br:1][c:2]1[cH:3][c:4]([N+:12](=[O:13])[O-:14])[cH:5][cH:6][c:7]1[O:8][CH2:9][CH2:10][F:21]. Reactants: O=[N+]([O-])c1ccccc1CCBr, CCO, c1ccc(N2CCNCC2)cc1. Product: O=[N+]([O-])c1ccccc1CCN1CCN(c2ccccc2)CC1. Reaction SMILES: [Br:1][CH2:2][CH2:3][c:4]1[c:5]([N+:10](=[O:11])[O-:12])[cH:6][cH:7][cH:8][cH:9]1.[CH3:25][CH2:26][OH:27].[c:13]1([N:19]2[CH2:20][CH2:21][NH:22][CH2:23][CH2:24]2)[cH:14][cH:15][cH:16][cH:17][cH:18]1>>[CH2:2]([CH2:3][c:4]1[c:5]([N+:10](=[O:11])[O-:12])[cH:6][cH:7][cH:8][cH:9]1)[N:22]1[CH2:21][CH2:20][N:19]([c:13]2[cH:14][cH:15][cH:16][cH:17][cH:18]2)[CH2:24][CH2:23]1.